This data is from the Open Reaction Database (ORD), a public repository of structured organic reaction records. The task is: describe an organic reaction: reactants, conditions, products, and yield The reactants are CO, [H][H], O=C(OCc1ccccc1)N1CCN(c2ccc([N+](=O)[O-])cc2)CC1. Product: Nc1ccc(N2CCN(C(=O)OCc3ccccc3)CC2)cc1. RXN SMILES: [CH3:28][OH:29].[H:26][H:27].[N+:1]([O-:2])(=[O:3])[c:4]1[cH:5][cH:6][c:7]([N:10]2[CH2:11][CH2:12][N:13]([C:16](=[O:17])[O:18][CH2:19][c:20]3[cH:21][cH:22][cH:23][cH:24][cH:25]3)[CH2:14][CH2:15]2)[cH:8][cH:9]1>>[NH2:1][c:4]1[cH:5][cH:6][c:7]([N:10]2[CH2:11][CH2:12][N:13]([C:16](=[O:17])[O:18][CH2:19][c:20]3[cH:21][cH:22][cH:23][cH:24][cH:25]3)[CH2:14][CH2:15]2)[cH:8][cH:9]1.